This data is from the Open Reaction Database (ORD), a public repository of structured organic reaction records. The task is: describe an organic reaction: reactants, conditions, products, and yield The reactants are C(C)OC(OCC)OCC (Triethylorthoformate), NC1=C(C(=O)NC=2C=C(C(=O)NC3CC3)C=CC2C)C=CC=C1 (3-[(2-aminobenzoyl)amino]-N-cyclopropyl-4-methylbenzamide), C(C)(=O)O (acetic acid). The solvent is C(C)O (ethanol). Run at temperature 80 celsius, time 16 hour. Product: C1(CC1)NC(C1=CC(=C(C=C1)C)N1C=NC2=CC=CC=C2C1=O)=O (N-cyclopropyl-4-methyl-3-(4-oxoquinazolin-3(4H)-yl)benzamide). As a reaction SMILES: [CH2:1](OC(OCC)OCC)C.[NH2:11][C:12]1[CH:33]=[CH:32][CH:31]=[CH:30][C:13]=1[C:14]([NH:16][C:17]1[CH:18]=[C:19]([CH:26]=[CH:27][C:28]=1[CH3:29])[C:20]([NH:22][CH:23]1[CH2:25][CH2:24]1)=[O:21])=[O:15].C(O)(=O)C>C(O)C>[CH:23]1([NH:22][C:20](=[O:21])[C:19]2[CH:26]=[CH:27][C:28]([CH3:29])=[C:17]([N:16]3[C:14](=[O:15])[C:13]4[C:12](=[CH:33][CH:32]=[CH:31][CH:30]=4)[N:11]=[CH:1]3)[CH:18]=2)[CH2:25][CH2:24]1. Procedure details: Triethylorthoformate (0.15 ml) was added to a stirred mixture of 3-[(2-aminobenzoyl)amino]-N-cyclopropyl-4-methylbenzamide (0.093 g) and glacial acetic acid (0.017 ml) in ethanol (10 ml). The mixture was heated to 80° C. and stirred for 16 hours. The reaction mixture was evaporated, dissolved in ethyl acetate (50 ml) and washed with a saturated NaHCO3 solution (100 ml). The organic phase was dried over magnesium sulphate, filtered then concentrated in vacuo onto silica gel (0.1 g). The residue w...